This data is from the Open Reaction Database (ORD), a public repository of structured organic reaction records. The task is: describe an organic reaction: reactants, conditions, products, and yield The reactants are O=C(O)C1CCCN1C(=O)OCc1ccccc1, CCN=C=NCCCN(C)C, CN1CCOCC1, Cl, CN(C)C=O, O, On1nnc2ccccc21. Yields the product NC(=O)OCc1ccccc1. As a reaction SMILES: [C:1](=[O:2])([O:3][CH2:4][c:5]1[cH:6][cH:7][cH:8][cH:9][cH:10]1)[N:11]1[CH2:12][CH2:13][CH2:14][CH:15]1[C:16]([OH:17])=[O:18].[CH2:38]([N:39]=[C:40]=[N:41][CH2:42][CH2:43][CH2:44][N:45]([CH3:46])[CH3:47])[CH3:48].[CH3:30][N:31]1[CH2:32][CH2:33][O:34][CH2:35][CH2:36]1.[ClH:37].[O:49]=[CH:50][N:51]([CH3:52])[CH3:53].[OH2:19].[OH:20][n:21]1[c:22]2[cH:23][cH:24][cH:25][cH:26][c:27]2[n:28][n:29]1>>[C:1](=[O:2])([O:3][CH2:4][c:5]1[cH:6][cH:7][cH:8][cH:9][cH:10]1)[NH2:11]. Reactants: FCC(CC1=CC=C(C=C1)OC)=O (1-fluoro-3-(4-methoxyphenyl)-2-propanone), [Cl-].[NH4+] (ammonium chloride), N (ammonia), [C-]#N.[Na+] (sodium cyanide). Reaction conditions: time 8 hour. Yields the product NC(C#N)(CC1=CC=C(C=C1)OC)CF (2-Amino-2-fluoromethyl-3-(4-methoxyphenyl)propionitrile). RXN SMILES: [F:1][CH2:2][C:3](=O)[CH2:4][C:5]1[CH:10]=[CH:9][C:8]([O:11][CH3:12])=[CH:7][CH:6]=1.[Cl-].[NH4+:15].[NH3:16].[C-:17]#N.[Na+]>>[NH2:15][C:3]([CH2:2][F:1])([CH2:4][C:5]1[CH:10]=[CH:9][C:8]([O:11][CH3:12])=[CH:7][CH:6]=1)[C:17]#[N:16] |f:1.2,4.5|. Procedure: A mixture of 1-fluoro-3-(4-methoxyphenyl)-2-propanone (4.1 g, 0.0225 mol), ammonium chloride (1.5 g) and 28% aqueous ammonia (27 ml) is treated with sodium cyanide (1.4 g), and the mixture is stirred at room temperature overnight under nitrogen. The oil which separates is removed and extracted with diethyl ether, and the ethereal extract is washed with ammonia, dried (MgSO4), and filtered. Evaporation of the ether leaves an oily residue which is washed with pentane by decantation. An NMR analysi... Reactants: C1CCOC1, CCOC(C)=O, Cc1ccc(B(O)O)o1, Cc1ccco1, Nc1nc(O)c([N+](=O)[O-])c(Cl)n1, [Na+], [Na+], O=C([O-])[O-], c1ccc(P(c2ccccc2)(c2ccccc2)[Pd](P(c2ccccc2)(c2ccccc2)c2ccccc2)(P(c2ccccc2)(c2ccccc2)c2ccccc2)P(c2ccccc2)(c2ccccc2)c2ccccc2)cc1. Product: Cc1ccc(-c2nc(N)nc(O)c2[N+](=O)[O-])o1. RXN SMILES: [CH2:117]1[O:118][CH2:119][CH2:120][CH2:121]1.[CH3:111][CH2:112][O:113][C:114](=[O:115])[CH3:116].[CH3:19][c:20]1[cH:21][cH:22][c:23]([B:25]([OH:26])[OH:27])[o:24]1.[CH3:28][c:29]1[o:30][cH:31][cH:32][cH:33]1.[NH2:7][c:8]1[n:9][c:10]([Cl:18])[c:11]([N+:15](=[O:16])[O-:17])[c:12]([OH:14])[n:13]1.[Na+:1].[Na+:2].[O-:3][C:4](=[O:5])[O-:6].[cH:34]1[cH:35][cH:36][c:37]([P:38]([Pd:39]([P:40]([c:41]2[cH:42][cH:43][cH:44][cH:45][cH:46]2)([c:47]2[cH:48][cH:49][cH:50][cH:51][cH:52]2)[c:53]2[cH:54][cH:55][cH:56][cH:57][cH:58]2)([P:59]([c:60]2[cH:61][cH:62][cH:63][cH:64][cH:65]2)([c:66]2[cH:67][cH:68][cH:69][cH:70][cH:71]2)[c:72]2[cH:73][cH:74][cH:75][cH:76][cH:77]2)[P:78]([c:79]2[cH:80][cH:81][cH:82][cH:83][cH:84]2)([c:85]2[cH:86][cH:87][cH:88][cH:89][cH:90]2)[c:91]2[cH:92][cH:93][cH:94][cH:95][cH:96]2)([c:97]2[cH:98][cH:99][cH:100][cH:101][cH:102]2)[c:103]2[cH:104][cH:105][cH:106][cH:107][cH:108]2)[cH:109][cH:110]1>>[NH2:7][c:8]1[n:9][c:10](-[c:23]2[cH:22][cH:21][c:20]([CH3:19])[o:24]2)[c:11]([N+:15](=[O:16])[O-:17])[c:12]([OH:14])[n:13]1. Reaction SMILES: [Cl:1][C:2]1[CH:7]=[CH:6][C:5]([C:8](=O)[C:9]2[CH:14]=[CH:13][C:12]([O:15][CH3:16])=[CH:11][C:10]=2[OH:17])=[CH:4][CH:3]=1.[NH3:19]>CO>[Cl:1][C:2]1[CH:7]=[CH:6][C:5]([C:8](=[NH:19])[C:9]2[CH:14]=[CH:13][C:12]([O:15][CH3:16])=[CH:11][C:10]=2[OH:17])=[CH:4][CH:3]=1. Solvent: CO (methanol). Reported procedure: A suspension of 132 g. of 4'-chloro-2-hydroxy-4-methoxy-benzophenone in 500 ml. of methanol is cooled to -20° C. in a 2 l. shaking autoclave and treated with 120 ml. of liquid ammonia. The mixture is then shaken at 120° C. for 20 hours under a nitrogen atmosphere. After cooling, the yellow crude product is filtered off under suction and washed with a small amount of methanol. There is obtained 4'-chloro-2-hydroxy-4-methoxy-benzophenone imine, having a melting point of 210°-212° C., which can be ... The reactants are ClC1=CC=C(C=C1)C(C1=C(C=C(C=C1)OC)O)=O (4'-chloro-2-hydroxy-4-methoxy-benzophenone), N (ammonia). The product is ClC1=CC=C(C=C1)C(C1=C(C=C(C=C1)OC)O)=N (4'-chloro-2-hydroxy-4-methoxy-benzophenone imine). The reactants are ClC1=C(C=CC(=C1)[N+](=O)[O-])O (2-chloro-4nitrophenol), BrC(C(Br)(F)F)(F)F (1,2-dibromotetrafluoroethane), [OH-].[Na+] (sodium hydroxide), C([O-])([O-])=O.[K+].[K+] (potassium carbonate), C(CC)S (propanethiol). Solvent: CN(C=O)C (N,N-dimethylformamide). Reaction conditions: temperature 50 celsius, time 48 hour. The product is [N+](=O)([O-])C1=CC=CC=C1 (nitrobenzene). Reaction SMILES: Cl[C:2]1[CH:7]=[C:6]([N+:8]([O-:10])=[O:9])[CH:5]=[CH:4][C:3]=1O.C(=O)([O-])[O-].[K+].[K+].C(S)CC.BrC(F)(F)C(F)(F)Br.[OH-].[Na+]>CN(C)C=O>[N+:8]([C:6]1[CH:7]=[CH:2][CH:3]=[CH:4][CH:5]=1)([O-:10])=[O:9] |f:1.2.3,6.7|. Procedure details: Into a pressure bottle was placed 2-chloro-4nitrophenol (15.0 g, 0.086 mole), potassium carbonate (11.9 g, 0.86 mole), propanethiol (1.5 g, 0.02 mole), 1,2-dibromotetrafluoroethane (33.7 g, 0.13 mole), and N,N-dimethylformamide (115 ml). The pressure bottle was sealed, and the mixture was stirred at 50° C. for 48 hours. The pressure bottle was cooled to room temperature, opened, and the contents poured into a separatory funnel. Approximately 200 ml of a 2N aqueous sodium hydroxide solution was a...